From a dataset of the Open Reaction Database (ORD), a public repository of structured organic reaction records. describe an organic reaction: reactants, conditions, products, and yield Starting materials: C(CCCCCCCCCCCCCCC)OCC(=O)O ((hexadecyloxy) acetic acid), B (borane), O (water), CC(=O)C (acetone). The solvent is O1CCCC1 (tetrahydrofuran), O1CCCC1 (tetrahydrofuran), O1CCCC1 (tetrahydrofuran). Product: C(CCCCCCCCCCCCCCC)OCCO (2-(Hexadecyloxy) ethanol). Isolated yield 92.6%. As a reaction SMILES: [CH2:1]([O:17][CH2:18][C:19](O)=[O:20])[CH2:2][CH2:3][CH2:4][CH2:5][CH2:6][CH2:7][CH2:8][CH2:9][CH2:10][CH2:11][CH2:12][CH2:13][CH2:14][CH2:15][CH3:16].B.CC(C)=O.O>O1CCCC1>[CH2:1]([O:17][CH2:18][CH2:19][OH:20])[CH2:2][CH2:3][CH2:4][CH2:5][CH2:6][CH2:7][CH2:8][CH2:9][CH2:10][CH2:11][CH2:12][CH2:13][CH2:14][CH2:15][CH3:16]. Reported procedure: A solution of 80 g of (hexadecyloxy) acetic acid in 350 ml of tetrahydrofuran was stirred at 0° C. while 798.71 ml of 1M borane in tetrahydrofuran was added dropwise over one hour. When addition was complete the mixture was stirred 2 hours than 50 ml of acetone was added followed by 60 ml of water dropwise. The tetrahydrofuran was allowed to evaporate overnight, then the residue was mixed with water and chloroform and heated to dissolve the solid. The organic layer was separated, dried and the s...